Dataset: the Open Reaction Database (ORD), a public repository of structured organic reaction records. Task: describe an organic reaction: reactants, conditions, products, and yield Starting materials: O (water), FC1=C(C=C(C=C1)C1=C(C(=CC(=C1)C)C)/C=C/[C@@H]1C[C@H](CC(O1)OCC)O)C ((4R,6S)-(E)-6-[2-(4'-fluoro-3,3',5-trimethyl[1,1'-biphenyl]-2-yl)ethenyl]-2-ethoxy-3,4,5,6-tetrahydro-4-hydroxy-2H-pyran), O (water), CC(=O)C.C(Cl)Cl (acetone CH2Cl2), [OH-].[Na+] (sodium hydroxide). The solvent is C(C)(=O)O (acetic acid), C(C)(=O)O (acetic acid). Run at time 24 hour. The product is FC1=C(C=C(C=C1)C1=C(C(=CC(=C1)C)C)/C=C/[C@@H]1C[C@H](CC(O1)O)O)C ((4R,6S)-(E)-6-[2-(4'-Fluoro-3,3',5-trimethyl[1,1'-biphenyl]-2-yl)ethenyl]-3,4,5,6-tetrahydro-2,4-dihydroxy-2H-pyran). Yield: 48.1%. As a reaction SMILES: [F:1][C:2]1[CH:7]=[CH:6][C:5]([C:8]2[CH:13]=[C:12]([CH3:14])[CH:11]=[C:10]([CH3:15])[C:9]=2/[CH:16]=[CH:17]/[C@H:18]2[O:23][CH:22]([O:24]CC)[CH2:21][C@H:20]([OH:27])[CH2:19]2)=[CH:4][C:3]=1[CH3:28].O.CC(C)=O.C(Cl)Cl.[OH-].[Na+]>C(O)(=O)C>[F:1][C:2]1[CH:7]=[CH:6][C:5]([C:8]2[CH:13]=[C:12]([CH3:14])[CH:11]=[C:10]([CH3:15])[C:9]=2/[CH:16]=[CH:17]/[C@H:18]2[O:23][CH:22]([OH:24])[CH2:21][C@H:20]([OH:27])[CH2:19]2)=[CH:4][C:3]=1[CH3:28] |f:2.3,4.5|. Reported procedure: To a solution of the crude mixture of anomers, (4R,6S)-(E)-6-[2-(4'-fluoro-3,3',5-trimethyl[1,1'-biphenyl]-2-yl)ethenyl]-2-ethoxy-3,4,5,6-tetrahydro-4-hydroxy-2H-pyran (0.83 g, 0.0021 mole) in glacial acetic acid (36 ml) was added water (12 ml). Additional acetic acid (3 ml) was added and the solution allowed to stand for 24 hours at which time tlc (silica gel, 5% acetone-CH2Cl2) indicated the reaction was essentially complete. The reaction mixture was poured into water (800 ml) containing sodiu...